Dataset: the Open Reaction Database (ORD), a public repository of structured organic reaction records. Task: describe an organic reaction: reactants, conditions, products, and yield Reactants: CO, CCOC(=O)c1cc(OC)c2c(C)cn(C3CC3)c2c1, Cl, [Na+], [OH-]. The product is COc1cc(C(=O)O)cc2c1c(C)cn2C1CC1. Reaction SMILES: [CH3:24][OH:25].[CH:3]1([n:6]2[cH:7][c:8]([CH3:22])[c:9]3[c:10]([O:20][CH3:21])[cH:11][c:12]([C:15](=[O:16])[O:17][CH2:18][CH3:19])[cH:13][c:14]23)[CH2:4][CH2:5]1.[ClH:23].[Na+:2].[OH-:1]>>[CH:3]1([n:6]2[cH:7][c:8]([CH3:22])[c:9]3[c:10]([O:20][CH3:21])[cH:11][c:12]([C:15](=[O:16])[OH:17])[cH:13][c:14]23)[CH2:4][CH2:5]1.